Dataset: the Open Reaction Database (ORD), a public repository of structured organic reaction records. Task: describe an organic reaction: reactants, conditions, products, and yield The reactants are C(C)(=O)N(S(=O)(=O)C1=CC=C(C=C1)N1N=C(C=2CCC3=C(C12)C=C(C=C3)NC(C3=C(C=CC=C3)Cl)=O)C(=O)N)C (1-(4-{[acetyl(methyl)amino]sulfonyl}phenyl)-8-[(2-chlorobenzoyl)amino]-4,5-dihydro-1H-benzo[g]indazole-3-carboxamide). Run in solution, [OH-].[Na+] (NaOH), CCO (EtOH). Run at time 2 hour. Product: ClC1=C(C(=O)NC2=CC3=C(CCC=4C(=NN(C34)C3=CC=C(C=C3)S(=O)(=O)NC)C(=O)N)C=C2)C=CC=C1 (8-[(2-chlorobenzoyl)amino]-1-{4-[(methylamino)sulfonyl]phenyl}-4,5-dihydro-1H-benzo[g]indazole-3-carboxamide). Yield: 53.0%. Reaction SMILES: [C:1]([N:4](C)[S:5]([C:8]1[CH:13]=[CH:12][C:11]([N:14]2[C:22]3[C:21]4[CH:23]=[C:24]([NH:27][C:28](=[O:36])[C:29]5[CH:34]=[CH:33][CH:32]=[CH:31][C:30]=5[Cl:35])[CH:25]=[CH:26][C:20]=4[CH2:19][CH2:18][C:17]=3[C:16]([C:37]([NH2:39])=[O:38])=[N:15]2)=[CH:10][CH:9]=1)(=[O:7])=[O:6])(=O)C>[OH-].[Na+].CCO>[Cl:35][C:30]1[CH:31]=[CH:32][CH:33]=[CH:34][C:29]=1[C:28]([NH:27][C:24]1[CH:25]=[CH:26][C:20]2[CH2:19][CH2:18][C:17]3[C:16]([C:37]([NH2:39])=[O:38])=[N:15][N:14]([C:11]4[CH:10]=[CH:9][C:8]([S:5]([NH:4][CH3:1])(=[O:6])=[O:7])=[CH:13][CH:12]=4)[C:22]=3[C:21]=2[CH:23]=1)=[O:36] |f:1.2|. Procedure: A solid of 1-(4-{[acetyl(methyl)amino]sulfonyl}phenyl)-8-[(2-chlorobenzoyl)amino]-4,5-dihydro-1H-benzo[g]indazole-3-carboxamide was dissolved in 0.5 N solution of NaOH in EtOH (3 mL) and stirred at room temperature for 2 h. A suspension was formed. It was filtered and washed to give the desired compound (29 mg, 53%.) IKK-2 resin IC50≦1 μM. The reactants are COCCOC, CNC, CCn1c(C)nc2cc(C(F)(F)F)c(Cl)c([N+](=O)[O-])c21. Product: CCn1c(C)nc2cc(C(F)(F)F)c(N(C)C)c([N+](=O)[O-])c21. Reaction SMILES: [CH2:24]([CH2:25][O:26][CH3:27])[O:28][CH3:29].[CH3:21][NH:22][CH3:23].[Cl:1][c:2]1[c:3]([C:17]([F:18])([F:19])[F:20])[cH:4][c:5]2[c:6]([n:7]([CH2:11][CH3:12])[c:8]([CH3:10])[n:9]2)[c:13]1[N+:14](=[O:15])[O-:16]>>[c:2]1([N:22]([CH3:21])[CH3:23])[c:3]([C:17]([F:18])([F:19])[F:20])[cH:4][c:5]2[c:6]([n:7]([CH2:11][CH3:12])[c:8]([CH3:10])[n:9]2)[c:13]1[N+:14](=[O:15])[O-:16]. The reactants are COC(=O)CC1CCC(CN2CCCC(N(Cc3cc(Cl)cc(C(F)(F)F)c3)c3nnn(C)n3)c3cc(C)c(C(F)(F)F)c(C)c32)CC1, CO, Cl, [Na+], [OH-], O. Product: Cc1cc2c(c(C)c1C(F)(F)F)N(CC1CCC(CC(=O)O)CC1)CCCC2N(Cc1cc(Cl)cc(C(F)(F)F)c1)c1nnn(C)n1. Reaction SMILES: [CH3:1][O:2][C:3]([CH2:4][CH:5]1[CH2:6][CH2:7][CH:8]([CH2:11][N:12]2[c:13]3[c:14]([cH:38][c:39]([CH3:47])[c:40]([C:43]([F:44])([F:45])[F:46])[c:41]3[CH3:42])[CH:15]([N:19]([c:20]3[n:21][n:22][n:23]([CH3:25])[n:24]3)[CH2:26][c:27]3[cH:28][c:29]([Cl:37])[cH:30][c:31]([C:33]([F:34])([F:35])[F:36])[cH:32]3)[CH2:16][CH2:17][CH2:18]2)[CH2:9][CH2:10]1)=[O:48].[CH3:51][OH:52].[ClH:54].[Na+:50].[OH-:49].[OH2:53]>>[O:2]=[C:3]([CH2:4][CH:5]1[CH2:6][CH2:7][CH:8]([CH2:11][N:12]2[c:13]3[c:14]([cH:38][c:39]([CH3:47])[c:40]([C:43]([F:44])([F:45])[F:46])[c:41]3[CH3:42])[CH:15]([N:19]([c:20]3[n:21][n:22][n:23]([CH3:25])[n:24]3)[CH2:26][c:27]3[cH:28][c:29]([Cl:37])[cH:30][c:31]([C:33]([F:34])([F:35])[F:36])[cH:32]3)[CH2:16][CH2:17][CH2:18]2)[CH2:9][CH2:10]1)[OH:48]. The reactants are BrCc1ccc(-c2ccon2)cc1, O=C([O-])[O-], CCOC(C)=O, O=c1[nH]nc2c(-c3ccncc3)c(-c3ccc(Cl)cc3)cnn12, [K+], [K+], CN(C)C=O. Product: O=c1n(Cc2ccc(-c3ccon3)cc2)nc2c(-c3ccncc3)c(-c3ccc(Cl)cc3)cnn12. Reaction SMILES: [Br:30][CH2:31][c:32]1[cH:33][cH:34][c:35](-[c:38]2[n:39][o:40][cH:41][cH:42]2)[cH:36][cH:37]1.[C:24](=[O:25])([O-:26])[O-:27].[CH3:48][CH2:49][O:50][C:51]([CH3:52])=[O:53].[Cl:1][c:2]1[cH:3][cH:4][c:5](-[c:8]2[c:9](-[c:18]3[cH:19][cH:20][n:21][cH:22][cH:23]3)[c:10]3[n:11]([n:12][cH:13]2)[c:14](=[O:17])[nH:15][n:16]3)[cH:6][cH:7]1.[K+:28].[K+:29].[O:43]=[CH:44][N:45]([CH3:46])[CH3:47]>>[Cl:1][c:2]1[cH:3][cH:4][c:5](-[c:8]2[c:9](-[c:18]3[cH:19][cH:20][n:21][cH:22][cH:23]3)[c:10]3[n:11]([n:12][cH:13]2)[c:14](=[O:17])[n:15]([CH2:31][c:32]2[cH:33][cH:34][c:35](-[c:38]4[n:39][o:40][cH:41][cH:42]4)[cH:36][cH:37]2)[n:16]3)[cH:6][cH:7]1. Starting materials: CCOC(C)=O, COc1cc([N+](=O)[O-])c(O)cc1C. Product: COc1cc(N)c(O)cc1C. RXN SMILES: [CH3:14][CH2:15][O:16][C:17]([CH3:18])=[O:19].[CH3:1][c:2]1[c:3]([O:12][CH3:13])[cH:4][c:5]([N+:9]([O-:10])=[O:11])[c:6]([OH:8])[cH:7]1>>[CH3:1][c:2]1[c:3]([O:12][CH3:13])[cH:4][c:5]([NH2:9])[c:6]([OH:8])[cH:7]1. Procedure: To a 37.2 gm. portion of 2-benzyl-4-imidazolecarboxaldehyde in 200 ml. of ethanol is added 20.8 gm. of ethyl carbazate and a few drops of concentrated acetic acid. The mixture is reacted as described in Example 32 giving the desired product m.p. 184°-185° C. Yields the product C(C)OC(NN=CC=1N=C(NC1)CC1=CC=CC=C1)=O (3-[(2-Benzyl-4-imidazolyl)methylene]carbazic acid ethyl ester). Run in C(C)O (ethanol). RXN SMILES: [CH2:1]([C:8]1[NH:9][CH:10]=[C:11]([CH:13]=O)[N:12]=1)[C:2]1[CH:7]=[CH:6][CH:5]=[CH:4][CH:3]=1.[C:15]([O:19][CH2:20][CH3:21])(=[O:18])[NH:16][NH2:17]>C(O)(=O)C.C(O)C>[CH2:20]([O:19][C:15](=[O:18])[NH:16][N:17]=[CH:13][C:11]1[N:12]=[C:8]([CH2:1][C:2]2[CH:3]=[CH:4][CH:5]=[CH:6][CH:7]=2)[NH:9][CH:10]=1)[CH3:21]. Reactants: C(C1=CC=CC=C1)C=1NC=C(N1)C=O (2-benzyl-4-imidazolecarboxaldehyde), C(NN)(=O)OCC (ethyl carbazate). The reagents and catalysts are C(C)(=O)O (acetic acid). Reactants: [O-]C#N.[Na+] (sodium cyanate), CC(C)CCC[C@@H](C)CCC[C@@H](C)CCC\C(\C)=C\CO (phytol). Solvent: C(C)(=O)OCC (ethyl acetate), C(C)(=O)O (acetic acid). Reaction conditions: time 6 hour. Yields the product C(N)(OC\C=C(/C)\CCC[C@H](C)CCC[C@H](C)CCCC(C)C)=O (phytyl carbamate). Isolated yield 87.3%. Reaction SMILES: [O-:1][C:2]#[N:3].[Na+].[CH3:5][CH:6]([CH2:8][CH2:9][CH2:10][C@H:11]([CH2:13][CH2:14][CH2:15][C@H:16]([CH2:18][CH2:19][CH2:20]/[C:21](=[CH:23]/[CH2:24][OH:25])/[CH3:22])[CH3:17])[CH3:12])[CH3:7]>C(O)(=O)C.C(OCC)(=O)C>[C:2](=[O:1])([O:25][CH2:24]/[CH:23]=[C:21](/[CH2:20][CH2:19][CH2:18][C@@H:16]([CH2:15][CH2:14][CH2:13][C@@H:11]([CH2:10][CH2:9][CH2:8][CH:6]([CH3:5])[CH3:7])[CH3:12])[CH3:17])\[CH3:22])[NH2:3] |f:0.1|. Procedure details: 6.6 g of sodium cyanate was added to a solution of 10.0 g of phytol dissolved in 50 ml of acetic acid, in small portions. The resulting mixture was stirred for 6 hours at room temperature. After the completion of the reaction, the reaction mixture was concentrated under reduced pressure. The residue obtained was dissolved in 50 ml of ethyl acetate. The solution was washed with 3% aqueous sodium hydrogen-carbonate solution and water in this order and then dried over anhydrous magnesium sulfate. T... Starting materials: FC([C@@H](C=1C=CC=2N(C1)C(=NN2)C2=NC1=C(C=C(C=C1C=C2)F)OC(C)C)N2C[C@H](CC2)NC(OC(C)(C)C)=O)(F)F (tert-butyl (S)-1-((R)-2,2,2-trifluoro-1-(3-(6-fluoro-8-isopropoxyquinolin-2-yl)-[1,2,4]triazolo[4,3-a]pyridin-6-yl)ethyl)pyrrolidin-3-ylcarbamate), C(=O)(C(F)(F)F)O (TFA). Reaction conditions: time 30 minute. Product: FC([C@@H](C=1C=CC=2N(C1)C(=NN2)C2=NC1=C(C=C(C=C1C=C2)F)OC(C)C)N2C[C@H](CC2)N)(F)F ((S)-1-((R)-2,2,2-trifluoro-1-(3-(6-fluoro-8-isopropoxyquinolin-2-yl)-[1,2,4]triazolo[4,3-a]pyridin-6-yl)ethyl)pyrrolidin-3-amine). Isolated yield 105.4%. RXN SMILES: [F:1][C:2]([F:42])([F:41])[C@H:3]([N:28]1[CH2:32][CH2:31][C@H:30]([NH:33]C(=O)OC(C)(C)C)[CH2:29]1)[C:4]1[CH:5]=[CH:6][C:7]2[N:8]([C:10]([C:13]3[CH:22]=[CH:21][C:20]4[C:15](=[C:16]([O:24][CH:25]([CH3:27])[CH3:26])[CH:17]=[C:18]([F:23])[CH:19]=4)[N:14]=3)=[N:11][N:12]=2)[CH:9]=1.C(O)(C(F)(F)F)=O>>[F:42][C:2]([F:1])([F:41])[C@H:3]([N:28]1[CH2:32][CH2:31][C@H:30]([NH2:33])[CH2:29]1)[C:4]1[CH:5]=[CH:6][C:7]2[N:8]([C:10]([C:13]3[CH:22]=[CH:21][C:20]4[C:15](=[C:16]([O:24][CH:25]([CH3:27])[CH3:26])[CH:17]=[C:18]([F:23])[CH:19]=4)[N:14]=3)=[N:11][N:12]=2)[CH:9]=1. Procedure: To tert-butyl (S)-1-((R)-2,2,2-trifluoro-1-(3-(6-fluoro-8-isopropoxyquinolin-2-yl)-[1,2,4]triazolo[4,3-a]pyridin-6-yl)ethyl)pyrrolidin-3-ylcarbamate (120 mg, 0.204 mmol) was added TFA (2 mL) and the reaction was stirred for 30 minutes. After concentrating to dryness, the residue was dissolved in methanol and added to 2N HCl in ether. The resulting solid was filtered and dried under high vacuum to yield (S)-1-((R)-2,2,2-trifluoro-1-(3-(6-fluoro-8-isopropoxyquinolin-2-yl)-[1,2,4]triazolo[4,3-a]pyr...